Dataset: the Open Reaction Database (ORD), a public repository of structured organic reaction records. Task: describe an organic reaction: reactants, conditions, products, and yield Product: CCCN(CCSc1ccc(OCC(=O)O)c(C)c1)S(=O)(=O)c1sc2ccc(Cl)cc2c1C(F)(F)F. Reactants: CCCN(CCSc1ccc(OCC(=O)OCC)c(C)c1)S(=O)(=O)c1sc2ccc(Cl)cc2c1C(F)(F)F, CCO, Cl, [Na+], [OH-]. Reaction SMILES: [CH2:1]([CH3:2])[O:3][C:4]([CH2:5][O:6][c:7]1[c:8]([CH3:37])[cH:9][c:10]([S:13][CH2:14][CH2:15][N:16]([CH2:17][CH2:18][CH3:19])[S:20](=[O:21])(=[O:22])[c:23]2[c:24]([C:33]([F:34])([F:35])[F:36])[c:25]3[c:26]([s:27]2)[cH:28][cH:29][c:30]([Cl:32])[cH:31]3)[cH:11][cH:12]1)=[O:38].[CH3:42][CH2:43][OH:44].[ClH:41].[Na+:40].[OH-:39]>>[O:3]=[C:4]([CH2:5][O:6][c:7]1[c:8]([CH3:37])[cH:9][c:10]([S:13][CH2:14][CH2:15][N:16]([CH2:17][CH2:18][CH3:19])[S:20](=[O:21])(=[O:22])[c:23]2[c:24]([C:33]([F:34])([F:35])[F:36])[c:25]3[c:26]([s:27]2)[cH:28][cH:29][c:30]([Cl:32])[cH:31]3)[cH:11][cH:12]1)[OH:38]. The reactants are C([O-])([O-])=O.[K+].[K+] (potassium carbonate), OCC=1C=NC=CC=2C1N=C1C=CC=CC21 (5-hydroxymethylazepino[4,5-b]indole), C(C)(C)N(CC)C(C)C (diisopropylethylamine), C(C1=CC=CC=C1)Br (benzyl bromide). Solvent: C(Cl)(Cl)Cl (chloroform), O (water). Product: C(C1=CC=CC=C1)N1CC(C=2NC=3C=CC=CC3C2CC1)CO (1,2,3,4,5,6-hexahydro-3-benzyl-5-hydroxymethylazepino[4,5-b]indole). The yield is 77.6%. RXN SMILES: [OH:1][CH2:2][C:3]1[CH:4]=[N:5][CH:6]=[CH:7][C:8]2[C:9]=1[N:10]=[C:11]1[C:16]=2[CH:15]=[CH:14][CH:13]=[CH:12]1.C(N(C(C)C)CC)(C)C.[CH2:26](Br)[C:27]1[CH:32]=[CH:31][CH:30]=[CH:29][CH:28]=1.C(=O)([O-])[O-].[K+].[K+]>C(Cl)(Cl)Cl.O>[CH2:26]([N:5]1[CH2:6][CH2:7][C:8]2[C:16]3[CH:15]=[CH:14][CH:13]=[CH:12][C:11]=3[NH:10][C:9]=2[CH:3]([CH2:2][OH:1])[CH2:4]1)[C:27]1[CH:32]=[CH:31][CH:30]=[CH:29][CH:28]=1 |f:3.4.5|. Procedure: A solution of 7 g (0.0324 mol) of 5-hydroxymethylazepino[4,5-b]indole, of 5.02 g (0.0388 mol) of diisopropylethylamine, and of 6.67 g (0.0388 mol) of benzyl bromide in 150 ml of chloroform is heated under reflux for 10 hours. The reaction mixture is then drowned in water and alkalified with a saturated aqueous solution of potassium carbonate. The organic phase is separated off and the aqueous phase is again extracted twice with 100 ml portions of chloroform. The organic phases are combined, wash... Reactants: NOS(=O)(=O)O (NH2OSO3H), NOS(=O)(=O)O (NH2OSO3H), ice water toluene, NOS(=O)(=O)O (NH2OSO3H), ClC1=CNC2=CC=CC=C12 (3-chloroindole), C(=O)([O-])[O-].[K+].[K+] (K2CO3), [OH-].[K+] (KOH), third. Solvent: CN(C)C=O (DMF), CN(C)C=O (DMF), CN(C)C=O (DMF). Conditions: temperature 0 celsius. The product is NN1C=C(C2=CC=CC=C12)Cl (N-Amino-3-chloro-1H-indole). Isolated yield 40.4%. Reaction SMILES: [Cl:1][C:2]1[C:10]2[C:5](=[CH:6][CH:7]=[CH:8][CH:9]=2)[NH:4][CH:3]=1.C([O-])([O-])=O.[K+].[K+].[OH-].[K+].[NH2:19]OS(O)(=O)=O>CN(C=O)C>[NH2:19][N:4]1[C:5]2[C:10](=[CH:9][CH:8]=[CH:7][CH:6]=2)[C:2]([Cl:1])=[CH:3]1 |f:1.2.3,4.5|. Procedure details: To a stirred solution of 12.6 g of 3-chloroindole in 125 ml of dry DMF at 0° C. was added 0.5 g of milled K2CO3 in 20 ml of dry DMF, followed by 30 g of KOH in 20 ml of dry DMF. The mixture was cooled to about 0° C. after which was added 13.3 g of NH2OSO3H such that the temperature did not rise above 0° C. When addition was complete, a second charge of 2.22 g of NH2OSO3H was added. When addition was complete a third 2.22 g charge of NH2OSO3H was added. The mixture was poured into ice/water/tolue... Reactants: 3a, 7a, CC12CCCC(C2CCC1C(CC1OC1)C)O (Octahydro-7a-methyl-1-(1-methyl-2-oxiranylethyl)-1H-inden-4-ol), C(C)(=O)OCC (ethyl acetate), C[Si](C)(C)C=1NC=CN1 (trimethylsilylimidazole). The solvent is O (water). Conditions: time 20 minute. Product: 7a, C[Si](C)(C)OC1C2CCC(C2(CCC1)C)C(CC1OC1)C (Octahydro-7a-methyl-1-(1-methyl-2-oxiranylethyl)-1H-inden-4-ol trimethylsilyl ether). RXN SMILES: [CH3:1][C:2]12[CH:10]([CH:11]([CH3:16])[CH2:12][CH:13]3[CH2:15][O:14]3)[CH2:9][CH2:8][CH:7]1[CH:6]([OH:17])[CH2:5][CH2:4][CH2:3]2.C(OCC)(=O)C.[CH3:24][Si:25](C1NC=CN=1)([CH3:27])[CH3:26]>O>[CH3:24][Si:25]([O:17][CH:6]1[CH2:5][CH2:4][CH2:3][C:2]2([CH3:1])[CH:7]1[CH2:8][CH2:9][CH:10]2[CH:11]([CH3:16])[CH2:12][CH:13]1[CH2:15][O:14]1)([CH3:27])[CH3:26]. Reported procedure: To a solution of 1.4 g of [1R-[1alpha(R*,S*), 3a beta, 4beta, 7a alpha]]-Octahydro-7a-methyl-1-(1-methyl-2-oxiranylethyl)-1H-inden-4-ol and 40 mL of ethyl acetate is added 1.64 g of trimethylsilylimidazole. The mixture was stirred under a dry argon atmosphere at room temperature for 20 minutes then poured into 100 mL of cold water and extracted 3×25 mL of heptane/ethyl acetate (1:1). The extracts were washed with 3×50 Ml of water and dried over anhydrous sodium sulfate. The mixture was filtered ... Starting materials: C(C)(C)(C)OC(CC(C(=O)O)CCCSC(C1=CC=CC=C1)(C1=CC=CC=C1)C1=CC=CC=C1)=O (2-(3-Tritylsulfanyl-propyl)-succinic acid 4-tert-butyl ester), C=1C=CC2=C(C1)N=NN2O (HOBt), C1(=CC=C(C=C1)CCN)C1=CC=CC=C1 (4-biphenylethylamine), CC(N=C=NC(C)C)C (DIC). Solvent: CN(C)C=O (DMF). Conditions: time 24 hour. The product is C(C)(C)(C)OC(CC(CCCSC(C1=CC=CC=C1)(C1=CC=CC=C1)C1=CC=CC=C1)C(NCCC1=CC=C(C=C1)C1=CC=CC=C1)=O)=O (3-(2-Biphenyl-4-yl-ethylcarbamoyl)-6-tritylsulfanyl-hexanoic acid tert-butyl ester). Reaction SMILES: [C:1]([O:5][C:6](=[O:35])[CH2:7][CH:8]([CH2:12][CH2:13][CH2:14][S:15][C:16]([C:29]1[CH:34]=[CH:33][CH:32]=[CH:31][CH:30]=1)([C:23]1[CH:28]=[CH:27][CH:26]=[CH:25][CH:24]=1)[C:17]1[CH:22]=[CH:21][CH:20]=[CH:19][CH:18]=1)[C:9]([OH:11])=O)([CH3:4])([CH3:3])[CH3:2].C1C=CC2N(O)N=NC=2C=1.[C:46]1([C:55]2[CH:60]=[CH:59][CH:58]=[CH:57][CH:56]=2)[CH:51]=[CH:50][C:49]([CH2:52][CH2:53][NH2:54])=[CH:48][CH:47]=1.CC(C)N=C=NC(C)C>CN(C=O)C>[C:1]([O:5][C:6](=[O:35])[CH2:7][CH:8]([C:9](=[O:11])[NH:54][CH2:53][CH2:52][C:49]1[CH:50]=[CH:51][C:46]([C:55]2[CH:60]=[CH:59][CH:58]=[CH:57][CH:56]=2)=[CH:47][CH:48]=1)[CH2:12][CH2:13][CH2:14][S:15][C:16]([C:29]1[CH:30]=[CH:31][CH:32]=[CH:33][CH:34]=1)([C:17]1[CH:22]=[CH:21][CH:20]=[CH:19][CH:18]=1)[C:23]1[CH:24]=[CH:25][CH:26]=[CH:27][CH:28]=1)([CH3:3])([CH3:2])[CH3:4]. Procedure details: To a solution of the compound of example 29 (200 mg, 0.41 mmol) and HOBt (66 mg, 0.49 mmol) in DMF (2 mL), were added 4-biphenylethylamine (124 mg, 0.62 mmol) and DIC (78 μL) respectively. The reaction mixture was stirred for 24 h at room temperature. The reaction mixture was partitioned between HCl (0.5N, excess) and ethyl acetate. The aqueous phase was extracted several times with ethyl acetate. The recombined organic layer was washed with brine, with a saturated sodium hydrogen carbonate solu... Starting materials: C(C)(C)(C)C=1N=C(C2=C(N1)N(N=N2)CC2=C(C=CC=C2)Cl)N2CCOCC2 (5-tert-Butyl-3-(2-chloro-benzyl)-7-morpholin-4-yl-3H-[1,2,3]triazolo[4,5-d]pyrimidine), C(C)(C)(C)C=1N=C(C2=C(N1)N(N=N2)CC2=C(C=CC=C2)Cl)Cl (5-tert-butyl-7-chloro-3-(2-chlorobenzyl)-3H-[1,2,3]triazolo[4,5-d]pyrimidine), CN(C1CNCC1)C (N,N-dimethylpyrrolidin-3-amine). The product is C(C)(C)(C)C=1N=C(C2=C(N1)N(N=N2)CC2=C(C=CC=C2)Cl)N2CC(CC2)N(C)C ({1-[5-tert-Butyl-3-(2-chloro-benzyl)-3H-[1,2,3]triazolo[4,5-d]pyrimidin-7-yl]-pyrrolidin-3-yl}-dimethyl-amine). RXN SMILES: [C:1]([C:5]1[N:6]=[C:7]([N:22]2[CH2:27][CH2:26]O[CH2:24][CH2:23]2)[C:8]2[N:13]=[N:12][N:11]([CH2:14][C:15]3[CH:20]=[CH:19][CH:18]=[CH:17][C:16]=3[Cl:21])[C:9]=2[N:10]=1)([CH3:4])([CH3:3])[CH3:2].C([C:32]1[N:33]=[C:34](Cl)C2N=NN(CC3C=CC=CC=3Cl)C=2N=1)(C)(C)C.CN(C)C1CCNC1>>[C:1]([C:5]1[N:6]=[C:7]([N:22]2[CH2:27][CH2:26][CH:24]([N:33]([CH3:34])[CH3:32])[CH2:23]2)[C:8]2[N:13]=[N:12][N:11]([CH2:14][C:15]3[CH:20]=[CH:19][CH:18]=[CH:17][C:16]=3[Cl:21])[C:9]=2[N:10]=1)([CH3:4])([CH3:3])[CH3:2]. Procedure: In analogy to the procedure described for the synthesis of 5-tert-butyl-3-(2-chlorobenzyl)-7-morpholin-4-yl-3H-[1,2,3]triazolo[4,5-d]pyrimidine (example 1, step c), the title compound was prepared from 5-tert-butyl-7-chloro-3-(2-chlorobenzyl)-3H-[1,2,3]triazolo[4,5-d]pyrimidine and N,N-dimethylpyrrolidin-3-amine. MS (m/e): 414.3 (MH+). Reactants: C(C)C1=C(C=CC=C1)CC (diethylbenzene), C(C)C1=CC=CC=C1 (ethylbenzene). Run in C1=CC=CC=C1 (benzene). Yields the product alkylbenzenes, C1(=CC=CC=C1)C(C)C (cumene), CCCC=1C=CC=CC1 (n-propylbenzene). Reaction SMILES: [CH2:1]([C:3]1[CH:8]=[CH:7][CH:6]=[CH:5][C:4]=1[CH2:9][CH3:10])C.[CH2:11]([C:13]1[CH:18]=[CH:17][CH:16]=[CH:15][CH:14]=1)[CH3:12]>C1C=CC=CC=1>[C:4]1([CH:9]([CH3:10])[CH3:11])[CH:3]=[CH:8][CH:7]=[CH:6][CH:5]=1.[CH3:1][CH2:12][CH2:11][C:13]1[CH:18]=[CH:17][CH:16]=[CH:15][CH:14]=1. Procedure details: Additional synergies can be realized from integrating the process of this invention with a downstream transalkylation process as illustrated in FIG. 2. Thus, concentrated reactor effluent stream 52 containing crude ethylbenzene, about 20-80 wt. % benzene, and higher-boiling polyalkylated aromatics may be directed to a second benzene recovery column 110 to separate a crude ethylbenzene product stream 70 from a benzene stream 72. The crude ethylbenzene stream 70, including components such as cumen... The reactants are CC(=O)OC(C)=O, CN(C)c1ccncc1, ClCCl, CC(C)(CO)c1cc(NC(=O)C(C)(C)S(=O)(=O)C2CCOCC2)on1, c1ccncc1. The product is CC(=O)OCC(C)(C)c1cc(NC(=O)C(C)(C)S(=O)(=O)C2CCOCC2)on1. RXN SMILES: [CH3:1][C:2](=[O:3])[O:4][C:5](=[O:6])[CH3:7].[CH3:39][N:40]([c:41]1[cH:42][cH:43][n:44][cH:45][cH:46]1)[CH3:47].[Cl:48][CH2:49][Cl:50].[OH:8][CH2:9][C:10]([CH3:11])([CH3:12])[c:13]1[n:14][o:15][c:16]([NH:18][C:19]([C:20]([CH3:21])([S:22](=[O:23])(=[O:24])[CH:25]2[CH2:26][CH2:27][O:28][CH2:29][CH2:30]2)[CH3:31])=[O:32])[cH:17]1.[cH:33]1[cH:34][cH:35][n:36][cH:37][cH:38]1>>[CH3:1][C:2](=[O:3])[O:8][CH2:9][C:10]([CH3:11])([CH3:12])[c:13]1[n:14][o:15][c:16]([NH:18][C:19]([C:20]([CH3:21])([S:22](=[O:23])(=[O:24])[CH:25]2[CH2:26][CH2:27][O:28][CH2:29][CH2:30]2)[CH3:31])=[O:32])[cH:17]1. Reactants: SC1=C(C(=O)O)C=CC=C1C(F)(F)F (2-Mercapto-3-trifluoromethyl-benzoic acid), C(C)(=O)OC(C)=O (acetic anhydride), Cl (hydrochloric acid). Run in C(C)(=O)O (acetic acid). Yields the product C(C)(=O)SC1=C(C(=O)O)C=CC=C1C(F)(F)F (2-Acetylthio-3-trifluoromethylbenzoic acid). RXN SMILES: [SH:1][C:2]1[C:10]([C:11]([F:14])([F:13])[F:12])=[CH:9][CH:8]=[CH:7][C:3]=1[C:4]([OH:6])=[O:5].[C:15](OC(=O)C)(=[O:17])[CH3:16].Cl>C(O)(=O)C>[C:15]([S:1][C:2]1[C:10]([C:11]([F:12])([F:13])[F:14])=[CH:9][CH:8]=[CH:7][C:3]=1[C:4]([OH:6])=[O:5])(=[O:17])[CH3:16]. Procedure: 2-Mercapto-3-trifluoromethyl-benzoic acid (4.0 g, 18 mmol), acetic anhydride (2.2 g, 22 mmol), and glacial acetic acid (6 ml) were refluxed 30 minutes, cooled and combined with dilute hydrochloric acid, thereby affording the product as a white crystalline solid. The reactants are C1(=CC=CC=C1)C=1OC2=C(C1C(C)=O)C=CC=C2 (2-phenyl-3-acetylbenzofuran), C=O (paraformaldehyde), Cl.N1CCCCC1 (piperidine hydrochloride), saturated solution, Cl (hydrogen chloride). Run in C(C)(C)O (isopropanol), C(C)O (ethanol). The product is C1(=CC=CC=C1)C=1OC2=C(C1C(CCN1CCCCC1)=O)C=CC=C2 (2-Phenyl-3-(3-piperidinopropionyl)benzofuran). RXN SMILES: [C:1]1([C:7]2[O:8][C:9]3[CH:18]=[CH:17][CH:16]=[CH:15][C:10]=3[C:11]=2[C:12](=[O:14])[CH3:13])[CH:6]=[CH:5][CH:4]=[CH:3][CH:2]=1.[CH2:19]=O.Cl.[NH:22]1[CH2:27][CH2:26][CH2:25][CH2:24][CH2:23]1.Cl>C(O)(C)C.C(O)C>[C:1]1([C:7]2[O:8][C:9]3[CH:18]=[CH:17][CH:16]=[CH:15][C:10]=3[C:11]=2[C:12](=[O:14])[CH2:13][CH2:19][N:22]2[CH2:27][CH2:26][CH2:25][CH2:24][CH2:23]2)[CH:2]=[CH:3][CH:4]=[CH:5][CH:6]=1 |f:2.3|. Procedure: To a solution of 47.2 grams of 2-phenyl-3-acetylbenzofuran in 120 milliliters of isopropanol were added 6 grams of paraformaldehyde, 29.1 grams of piperidine hydrochloride and 6 milliliters of a saturated solution of hydrogen chloride in ethanol and the mixture was heated under reflux for a period of 10 hours. The solvent was evaporated from the resulting mixture under vacuum and the residue was triturated with ethyl ether. The portion of the residue that was insoluble in ether was separated fro...